This data is from the Open Reaction Database (ORD), a public repository of structured organic reaction records. The task is: describe an organic reaction: reactants, conditions, products, and yield Reactants: BrC1=C(C=CC=C1[N+](=O)[O-])OC (2-bromo-1-methoxy-3-nitrobenzene), C1(CC1)N (cyclopropylamine). Solvent: O1CCOCC1 (1,4-dioxane), CCOC(=O)C (EtOAc), O (water), [Cl-].[Na+].O (brine). Reaction conditions: time 66 hour. The product is C1(CC1)NC1=C(C=CC=C1[N+](=O)[O-])OC (N-cyclopropyl-2-methoxy-6-nitroaniline). As a reaction SMILES: Br[C:2]1[C:7]([N+:8]([O-:10])=[O:9])=[CH:6][CH:5]=[CH:4][C:3]=1[O:11][CH3:12].[CH:13]1([NH2:16])[CH2:15][CH2:14]1>O1CCOCC1.CCOC(C)=O.O.[Cl-].[Na+].O>[CH:13]1([NH:16][C:2]2[C:7]([N+:8]([O-:10])=[O:9])=[CH:6][CH:5]=[CH:4][C:3]=2[O:11][CH3:12])[CH2:15][CH2:14]1 |f:5.6.7|. Reported procedure: 2-bromo-1-methoxy-3-nitrobenzene (10.6 g, 45.7 mmol) and cyclopropylamine (16 mL, 230 mmol) were dissolved in 1,4-dioxane (50 mL). The stirred mixture was heated mixture in sealed flask to 115 C. After 66 h, mixture was cooled to r.t. and was diluted with EtOAc (100 mL), water (100 mL) and brine (50 mL). The phases were separated and extracted with EtOAc (100 mL). The combined organic phase was dried over Na2SO4, filtered, and concentrated. The concentrate was purified by silica gel chromatograp... The reactants are ClC=1C=NC=2N(C1)N=C(C2)C(=O)O (6-chloro-pyrazolo[1,5-a]pyrimidine-2-carboxylic acid), FC=1C=C2CCNC(C2=CC1)C (6-fluoro-1-methyl-1,2,3,4-tetrahydro-isoquinoline). Product: ClC=1C=NC=2N(C1)N=C(C2)C(=O)N2C(C1=CC=C(C=C1CC2)F)C ((6-Chloro-pyrazolo[1,5-a]pyrimidin-2-yl)-(6-fluoro-1-methyl-3,4-dihydro-1H-isoquinolin-2-yl)-methanone). As a reaction SMILES: [Cl:1][C:2]1[CH:3]=[N:4][C:5]2[N:6]([N:8]=[C:9]([C:11]([OH:13])=O)[CH:10]=2)[CH:7]=1.[F:14][C:15]1[CH:16]=[C:17]2[C:22](=[CH:23][CH:24]=1)[CH:21]([CH3:25])[NH:20][CH2:19][CH2:18]2>>[Cl:1][C:2]1[CH:3]=[N:4][C:5]2[N:6]([N:8]=[C:9]([C:11]([N:20]3[CH2:19][CH2:18][C:17]4[C:22](=[CH:23][CH:24]=[C:15]([F:14])[CH:16]=4)[CH:21]3[CH3:25])=[O:13])[CH:10]=2)[CH:7]=1. Procedure: In close analogy to the procedure described in Example 1, 6-chloro-pyrazolo[1,5-a]pyrimidine-2-carboxylic acid is reacted with 6-fluoro-1-methyl-1,2,3,4-tetrahydro-isoquinoline to provide the title compound in moderate yield. Starting materials: O1C(C1CC=C(C)C)(C)C1C(CCC(C1OC)O)(O)CCl (2-(1,2-epoxy-1,5-dimethyl-4-hexenyl)-3-methoxy-1-chloromethyl-1,4-cyclohexanediol), C(C=C)(=O)N=C=O (acryloylisocyanate), O (water). The solvent is ClCCl (dichloromethane). Run at time 30 minute. The product is C(C=C)(=O)NC(=O)OC1C(C(C(CC1)(O)CCl)C1(C(CC=C(C)C)O1)C)OC (4-O-(acryloylcarbamoyl)-2-(1,2-epoxy-1,5-dimethyl-4-hexenyl)-3-methoxy-1-chloromethyl-1,4-cyclohexanediol). The yield is 36.7%. As a reaction SMILES: [O:1]1[CH:3]([CH2:4][CH:5]=[C:6]([CH3:8])[CH3:7])[C:2]1([CH:10]1[CH:15]([O:16][CH3:17])[CH:14]([OH:18])[CH2:13][CH2:12][C:11]1([CH2:20][Cl:21])[OH:19])[CH3:9].[C:22]([N:26]=[C:27]=[O:28])(=[O:25])[CH:23]=[CH2:24].O>ClCCl>[C:22]([NH:26][C:27]([O:18][CH:14]1[CH2:13][CH2:12][C:11]([CH2:20][Cl:21])([OH:19])[CH:10]([C:2]2([CH3:9])[O:1][CH:3]2[CH2:4][CH:5]=[C:6]([CH3:7])[CH3:8])[CH:15]1[O:16][CH3:17])=[O:28])(=[O:25])[CH:23]=[CH2:24]. Procedure details: To a solution of 2-(1,2-epoxy-1,5-dimethyl-4-hexenyl)-3-methoxy-1-chloromethyl-1,4-cyclohexanediol (418 mg) in dichloromethane (5 ml) was added dropwise acryloylisocyanate (300 mg). The mixture was stirred for 30 minutes at room temperatures. To the reaction mixture was added water, which was subjected to extraction with ethyl acetate. The extract solution was washed with a saturated aqueous solution of sodium hydrogencarbonate and a saturated aqueous saline solution, followed by drying over anh...